Dataset: the Open Reaction Database (ORD), a public repository of structured organic reaction records. Task: describe an organic reaction: reactants, conditions, products, and yield Reactants: CC(=O)O, O, CCOCCC(C)(O)C=CC1CCC2(OCCO2)C1CCCCCCC(=O)O. Product: CCOCCC(C)(O)C=CC1CCC(=O)C1CCCCCCC(=O)O. Reaction SMILES: [CH3:30][C:31](=[O:32])[OH:33].[OH2:29].[OH:1][C:2]([CH:3]=[CH:4][CH:5]1[CH:6]([CH2:14][CH2:15][CH2:16][CH2:17][CH2:18][CH2:19][C:20](=[O:21])[OH:22])[C:7]2([O:8][CH2:11][CH2:10][O:9]2)[CH2:12][CH2:13]1)([CH2:23][CH2:24][O:25][CH2:26][CH3:27])[CH3:28]>>[OH:1][C:2]([CH:3]=[CH:4][CH:5]1[CH:6]([CH2:14][CH2:15][CH2:16][CH2:17][CH2:18][CH2:19][C:20](=[O:21])[OH:22])[C:7](=[O:8])[CH2:12][CH2:13]1)([CH2:23][CH2:24][O:25][CH2:26][CH3:27])[CH3:28]. The reactants are C1(=CC=CC=C1)P(C1=CC=CC=C1)C1=CC=CC=C1 (triphenylphosphine), [Si](C)(C)(C(C)(C)C)OCC(CC1=C(C=2CCCC2C=C1)O)O ((±)-5-(3-{[tert-butyl(dimethyl)silyl]oxy}-2-hydroxypropyl)indan-4-ol), CCOC(=O)/N=N/C(=O)OCC (diethylazodicarboxylate). The solvent is O1CCCC1 (tetrahydrofuran). Run at time 8 hour. Yields the product C(C)(C)(C)[Si](OCC1CC2=C(O1)C=1CCCC1C=C2)(C)C ((±)-tert-butyl(dimethyl)(3,6,7,8-tetrahydro-2H-indeno[4,5-b]furan-2-ylmethoxy)silane). Yield: 45.8%. As a reaction SMILES: [Si:1]([O:8][CH2:9][CH:10](O)[CH2:11][C:12]1[CH:20]=[CH:19][C:18]2[CH2:17][CH2:16][CH2:15][C:14]=2[C:13]=1[OH:21])([C:4]([CH3:7])([CH3:6])[CH3:5])([CH3:3])[CH3:2].C1(P(C2C=CC=CC=2)C2C=CC=CC=2)C=CC=CC=1.CCOC(/N=N/C(OCC)=O)=O>O1CCCC1>[C:4]([Si:1]([CH3:2])([CH3:3])[O:8][CH2:9][CH:10]1[O:21][C:13]2[C:14]3[CH2:15][CH2:16][CH2:17][C:18]=3[CH:19]=[CH:20][C:12]=2[CH2:11]1)([CH3:5])([CH3:7])[CH3:6]. Procedure details: To a solution of (±)-5-(3-{[tert-butyl(dimethyl)silyl]oxy}-2-hydroxypropyl)indan-4-ol (6.78 g, 21.02 mmol) in tetrahydrofuran (210 mL) cooled to 0° C. was added triphenylphosphine (5.79 g, 22.07 mmol) followed by diethylazodicarboxylate (3.84 g, 22.07 mmol) and the reaction mixture was allowed to stir at room temperature overnight. The reaction mixture was quenched by the addition of water (10 mL) and the solvent was removed in vacuo to give a crude solid. Purification by flash column chromatogr... The product is FC1=CC=C(CNC[C@@](COC2=CC(=CC=C2)C2=NOC3=C2SC=C3)(O)C)C=C1 ((2S)-1-(4-fluorobenzylamino)-2-methyl-3-(3-thieno[2,3-d]isoxazol-3-yl-phenoxy)propan-2-ol). Run in C(C)O (ethanol), C(C)O (ethanol). Procedure details: Add a solution of 4-fluorobenzylamine (Aldrich Chemical Company) in ethanol (3 mL, 0.2774 M, 1.77 equivalents) to a reaction tube. Add ethanol (3 mL) to the reaction tube and then add a solution of (S)-3-[3-(2-methyloxiranylmethoxy)phenyl]thieno[2,3-d]isoxazole (example 7, 1.38 mL, 0.337 M) and dichloroethane. Shake the reaction mixture under argon at reflux temperature overnight in a Bohdan apparatus. Cool and concentrate to remove the solvent. Purify the residue by flash chromatography (silica... The reactants are C[C@@]1(OC1)COC=1C=C(C=CC1)C1=NOC2=C1SC=C2 ((S)-3-[3-(2-methyloxiranylmethoxy)phenyl]thieno[2,3-d]isoxazole), ClC(C)Cl (dichloroethane), FC1=CC=C(CN)C=C1 (4-fluorobenzylamine). As a reaction SMILES: [F:1][C:2]1[CH:9]=[CH:8][C:5]([CH2:6][NH2:7])=[CH:4][CH:3]=1.[CH3:10][C@@:11]1([CH2:14][O:15][C:16]2[CH:17]=[C:18]([C:22]3[C:26]4[S:27][CH:28]=[CH:29][C:25]=4[O:24][N:23]=3)[CH:19]=[CH:20][CH:21]=2)[CH2:13][O:12]1.ClC(Cl)C>C(O)C>[F:1][C:2]1[CH:9]=[CH:8][C:5]([CH2:6][NH:7][CH2:10][C@:11]([CH3:13])([OH:12])[CH2:14][O:15][C:16]2[CH:21]=[CH:20][CH:19]=[C:18]([C:22]3[C:26]4[S:27][CH:28]=[CH:29][C:25]=4[O:24][N:23]=3)[CH:17]=2)=[CH:4][CH:3]=1. Reactants: Cc1c[nH]nn1, COc1cnc(Br)c2[nH]ccc12. The product is COc1cnc(-n2cc(C)nn2)c2[nH]ccc12. As a reaction SMILES: [CH3:13][c:14]1[n:15][n:16][nH:17][cH:18]1.[CH3:1][O:2][c:3]1[c:4]2[cH:5][cH:6][nH:7][c:8]2[c:9]([Br:12])[n:10][cH:11]1>>[CH3:1][O:2][c:3]1[c:4]2[cH:5][cH:6][nH:7][c:8]2[c:9](-[n:17]2[n:16][n:15][c:14]([CH3:13])[cH:18]2)[n:10][cH:11]1.